Dataset: the Open Reaction Database (ORD), a public repository of structured organic reaction records. Task: describe an organic reaction: reactants, conditions, products, and yield As a reaction SMILES: [CH3:1][O:2][C:3](=[O:4])[c:5]1[n:6][c:7]([NH:10][C:11]([CH:12]([CH2:13][c:14]2[cH:15][cH:16][cH:17][cH:18][cH:19]2)[NH:20][C:21]([CH:22]([c:23]2[cH:24][c:25]([CH3:31])[c:26]([O:29][CH3:30])[cH:27][cH:28]2)[NH:32][C:33]([O:34][CH2:35][c:36]2[cH:37][cH:38][cH:39][cH:40][cH:41]2)=[O:42])=[O:43])=[O:44])[s:8][cH:9]1.[CH3:48][OH:49].[CH:45]([OH:46])=[O:47].[Pd:50]>>[CH3:1][O:2][C:3](=[O:4])[c:5]1[n:6][c:7]([NH:10][C:11]([CH:12]([CH2:13][c:14]2[cH:15][cH:16][cH:17][cH:18][cH:19]2)[NH:20][C:21]([CH:22]([c:23]2[cH:24][c:25]([CH3:31])[c:26]([O:29][CH3:30])[cH:27][cH:28]2)[NH2:32])=[O:43])=[O:44])[s:8][cH:9]1. Reactants: COC(=O)c1csc(NC(=O)C(Cc2ccccc2)NC(=O)C(NC(=O)OCc2ccccc2)c2ccc(OC)c(C)c2)n1, CO, O=CO, [Pd]. Yields the product COC(=O)c1csc(NC(=O)C(Cc2ccccc2)NC(=O)C(N)c2ccc(OC)c(C)c2)n1. The reactants are Br[C@H](C(=O)O)CCCCCCCC ((S)-(-)-2-Bromodecanoic acid), CC(C)([O-])C.[K+] (potassium tert-butoxide), C1CCOC1 (THF), C(CCCCC)S (Hexanethiol). Run at temperature 0 celsius, time 18 hour. Yields the product C(CCCCC)[C@@H](C(=S)O)CCCCCCCC ((R)-(+)-2-Hexylthiodecanoic acid). The yield is 36.0%. Reaction SMILES: Br[C@@H:2]([CH2:6][CH2:7][CH2:8][CH2:9][CH2:10][CH2:11][CH2:12][CH3:13])[C:3]([OH:5])=O.C[C:15]([CH3:18])([O-])[CH3:16].[K+].C([SH:26])CCCCC.[CH2:27]1[CH2:31]OC[CH2:28]1>>[CH2:28]([C@H:2]([CH2:6][CH2:7][CH2:8][CH2:9][CH2:10][CH2:11][CH2:12][CH3:13])[C:3]([OH:5])=[S:26])[CH2:27][CH2:31][CH2:16][CH2:15][CH3:18] |f:1.2|. Procedure: (S)-(-)-2-Bromodecanoic acid (125 mg, 0.50 mmol, [α]20D =-29,9° in MeOH) and potassium tert-butoxide (200 mg, 1.8 mmol) were mixed in 3 ml THF and cooled to 0° C. The reaction was not homogeneous. Hexanethiol (84 mg, 0.71 mmol) was added dropwise. The reaction was allowed to warm to rt and stirred under N2 for 18 hours. The reaction was quenched with 100 ml 1N HCl and extracted with ethyl acetate (3×50 ml). The concentrated organic phase was purified by silica gel column chromatography (eluent: ... The reactants are O(C1=CC=CC=C1)P(=O)(OC1=CC=CC=C1)OC=1[C@@H]([C@@H]2N(C1C(=O)OCC=C)C([C@@H]2[C@@H](C)O)=O)C (allyl (1R,5S,6S)-2-diphenoxyphosphoryloxy-6-[(R)-1-hydroxyethyl]-1-methyl-1-carbapen-2-em-3-carboxylate), C(C=C)OC(=O)N1[C@@H](C[C@@H](C1)S)/C=C/C(=O)N ((E)-3-[(2S,4S)-N-allyloxycarbonyl-4-mercaptopyrrolidin-2-yl]acrylamide), C(C)(C)N(C(C)C)CC (N,N-diisopropylethylamine). Run in C(C)#N (acetonitrile). Conditions: temperature 5 celsius, time 16 hour. The product is C(C=C)OC(=O)N1[C@@H](C[C@@H](C1)SC=1[C@@H]([C@H]2N(C1C(=O)OCC=C)C([C@@H]2[C@@H](C)O)=O)C)\C=C\C(=O)N (allyl (1R,5S,6S)-2-[(2S,4S)-N-allyloxycarbonyl-2-[(E)-2-(aminocarbonyl)vinyl]pyrrolidin-4-ylthio]-6-[(R)-1hydroxyethyl]-1-methyl-1-carbapen-2-em-3-carboxylate). Isolated yield 82.8%. RXN SMILES: O(P(O[C:18]1[C@H:19]([CH3:35])[C@H:20]2[C@@H:30]([C@H:31]([OH:33])[CH3:32])[C:29](=[O:34])[N:21]2[C:22]=1[C:23]([O:25][CH2:26][CH:27]=[CH2:28])=[O:24])(OC1C=CC=CC=1)=O)C1C=CC=CC=1.[CH2:36]([O:39][C:40]([N:42]1[CH2:46][C@@H:45]([SH:47])[CH2:44][C@H:43]1/[CH:48]=[CH:49]/[C:50]([NH2:52])=[O:51])=[O:41])[CH:37]=[CH2:38].C(N(CC)C(C)C)(C)C>C(#N)C>[CH2:36]([O:39][C:40]([N:42]1[CH2:46][C@@H:45]([S:47][C:18]2[C@H:19]([CH3:35])[C@@H:20]3[C@@H:30]([C@H:31]([OH:33])[CH3:32])[C:29](=[O:34])[N:21]3[C:22]=2[C:23]([O:25][CH2:26][CH:27]=[CH2:28])=[O:24])[CH2:44][C@H:43]1/[CH:48]=[CH:49]/[C:50]([NH2:52])=[O:51])=[O:41])[CH:37]=[CH2:38]. Procedure: To a solution of allyl (1R,5S,6S)-2-diphenoxyphosphoryloxy-6-[(R)-1-hydroxyethyl]-1-methyl-1-carbapen-2-em-3-carboxylate (27.0 g, 54.06 mmol) and (E)-3-[(2S,4S)-N-allyloxycarbonyl-4-mercaptopyrrolidin-2-yl]acrylamide (16.63 g, 64.88 mmol) in acetonitrile (405 ml) was dropwise added N,N-diisopropylethylamine (9.42 ml, 54.06 mmol) at -30° C. over 15 minutes. The reaction mixture was stirred at -30° C. for 4 hours and at 5° C. for another 16 hours, partitioned between ethyl acetate (400 ml) and wat... Starting materials: CCCC[N+](CCCC)(CCCC)CCCC, ClCCl, CC(=O)SC1COC(COS(=O)(=O)C(F)(F)F)C1, [N-]=[N+]=[N-]. RXN SMILES: [CH2:22]([N+:23]([CH2:24][CH2:25][CH2:26][CH3:27])([CH2:28][CH2:29][CH2:30][CH3:31])[CH2:32][CH2:33][CH2:34][CH3:35])[CH2:36][CH2:37][CH3:38].[CH2:39]([Cl:40])[Cl:41].[F:1][C:2]([F:3])([F:4])[S:5]([O:6][CH2:7][CH:8]1[CH2:9][CH:10]([S:13][C:14]([CH3:15])=[O:16])[CH2:11][O:12]1)(=[O:17])=[O:18].[N-:19]=[N+:20]=[N-:21]>>[CH2:7]([CH:8]1[CH2:9][CH:10]([S:13][C:14]([CH3:15])=[O:16])[CH2:11][O:12]1)[N:19]=[N+:20]=[N-:21]. The product is CC(=O)SC1COC(CN=[N+]=[N-])C1. Reactants: CCOCC (Et2O), BrC1=C(C=CC=C1F)O (2-bromo-3-fluorophenol), ICC (iodoethane), C(=O)([O-])[O-].[K+].[K+] (K2CO3). The solvent is CN(C)C=O (DMF). Reaction conditions: temperature 80 celsius. The product is BrC1=C(C=CC=C1F)OCC (2-bromo-1-ethoxy-3-fluorobenzene). RXN SMILES: [Br:1][C:2]1[C:7]([F:8])=[CH:6][CH:5]=[CH:4][C:3]=1[OH:9].I[CH2:11][CH3:12].C([O-])([O-])=O.[K+].[K+].CCOCC>CN(C=O)C>[Br:1][C:2]1[C:7]([F:8])=[CH:6][CH:5]=[CH:4][C:3]=1[O:9][CH2:11][CH3:12] |f:2.3.4|. Procedure: A mixture of commercially available 2-bromo-3-fluorophenol (5.000 g; 26.20 mmol), iodoethane (8.166 g; 52.40 mmol), and K2CO3 (4.342 g; 31.40 mmol) in anh. DMF (100 ml) was heated to 80° C., under nitrogen, for 1.5 h. Et2O was added and the organic layer was washed with water, dried over anh. MgSO4, filtered, and concentrated to dryness under reduced pressure affording 2-bromo-1-ethoxy-3-fluorobenzene as a yellow oil. LC-MS (conditions A): tR=0.88 min.; no ionisation.